From a dataset of the Open Reaction Database (ORD), a public repository of structured organic reaction records. describe an organic reaction: reactants, conditions, products, and yield The reactants are CC(=O)Cl, CC#N, [H-], [Na+], O=[N+]([O-])N=C1NCCCN1CC1CCOC1. Product: CC(=O)N1CCCN(CC2CCOC2)C1=N[N+](=O)[O-]. Reaction SMILES: [CH3:19][C:20]([Cl:21])=[O:22].[CH3:23][C:24]#[N:25].[H-:17].[Na+:18].[O:1]1[CH2:2][CH:3]([CH2:6][N:7]2[C:8](=[N:13][N+:14](=[O:15])[O-:16])[NH:9][CH2:10][CH2:11][CH2:12]2)[CH2:4][CH2:5]1>>[O:1]1[CH2:2][CH:3]([CH2:6][N:7]2[C:8](=[N:13][N+:14](=[O:15])[O-:16])[N:9]([C:20]([CH3:19])=[O:22])[CH2:10][CH2:11][CH2:12]2)[CH2:4][CH2:5]1. Reaction conditions: temperature 5 celsius, time 30 minute. Procedure details: To a stirred solution of 6.0 ml of diisopropylamine in 50 ml of tetrahydrofuran at 0° C. was added 22 ml of 2.1M n-butyllithium in hexane over a period of 20 minutes. The mixture was stirred 30 minutes at 5° C., then cooled to -55° C., and 4.5 g of 3,5-dimethylisoxazole was added dropwise during 15 minutes. The resulting slurry was stirred for 30 minutes at -60° C. and 12.4 g of 2-[4-(6-bromohexyloxy)phenyl]-4,5-dihydro-oxazole in 35 ml of tetrahydrofuran was then added dropwise. After the addit... As a reaction SMILES: C(NC(C)C)(C)C.C([Li])CCC.[CH3:13][C:14]1[CH:18]=[C:17]([CH3:19])[O:16][N:15]=1.Br[CH2:21][CH2:22][CH2:23][CH2:24][CH2:25][CH2:26][O:27][C:28]1[CH:33]=[CH:32][C:31]([C:34]2[O:35][CH2:36][CH2:37][N:38]=2)=[CH:30][CH:29]=1>O1CCCC1.CCCCCC.O>[O:35]1[CH2:36][CH2:37][N:38]=[C:34]1[C:31]1[CH:32]=[CH:33][C:28]([O:27][CH2:26][CH2:25][CH2:24][CH2:23][CH2:22][CH2:21][CH2:19][C:17]2[O:16][N:15]=[C:14]([CH3:13])[CH:18]=2)=[CH:29][CH:30]=1. Product: O1C(=NCC1)C1=CC=C(OCCCCCCCC2=CC(=NO2)C)C=C1 (5-{7-[4-(4,5-Dihydro-2-oxazolyl)phenoxy]heptyl}-3-methylisoxazole). Starting materials: C(C)(C)NC(C)C (diisopropylamine), C(CCC)[Li] (n-butyllithium), BrCCCCCCOC1=CC=C(C=C1)C=1OCCN1 (2-[4-(6-bromohexyloxy)phenyl]-4,5-dihydro-oxazole), CC1=NOC(=C1)C (3,5-dimethylisoxazole). Solvent: O (water), O1CCCC1 (tetrahydrofuran), CCCCCC (hexane), O1CCCC1 (tetrahydrofuran). Product: CC1=NOC(=C1)C1=NN=C2N1N=C(C1=CC=CC=C21)OCC2=NN(C=N2)C (3-(3-Methylisoxazol-5-yl)-6-(1-methyl-1,2,4-triazol-3-yl)methyloxy-1,2,4-triazolo[3. 4-a]phthalazine). Starting materials: CC1=NOC(=C1)C1=NN=C2N1N=C(C1=CC=CC=C21)OCC2=NC=CC=C2 (3-(3-Methylisoxazol-5-yl)-6-(2-pyridyl)methyloxy-1,2,4-triazolo[3,4-a]phthalazine), OCC1=NN(C=N1)C (3-hydroxymethyl-1-methyl-1,2,4-triazole), A-421210. As a reaction SMILES: [CH3:1][C:2]1[CH:6]=[C:5]([C:7]2[N:11]3[N:12]=[C:13]([O:20][CH2:21][C:22]4C=CC=[CH:24][N:23]=4)[C:14]4[C:19]([C:10]3=[N:9][N:8]=2)=[CH:18][CH:17]=[CH:16][CH:15]=4)[O:4][N:3]=1.OC[C:30]1N=C[N:32](C)[N:31]=1>>[CH3:1][C:2]1[CH:6]=[C:5]([C:7]2[N:11]3[N:12]=[C:13]([O:20][CH2:21][C:22]4[N:23]=[CH:24][N:31]([CH3:30])[N:32]=4)[C:14]4[C:19]([C:10]3=[N:9][N:8]=2)=[CH:18][CH:17]=[CH:16][CH:15]=4)[O:4][N:3]=1. Procedure details: The title-compound was prepared from the product of Example 120 part a and 3-hydroxymethyl-1-methyl-1,2,4-triazole (prepared using the conditions of Itoh and Okongi, EP-A-421210) following the conditions described for Example 71, mp 270-271.5° C.; 1H NMR (360 MHz, CDCl3) δ 2.50 (3H, s, CH3), 3.97 (3H, s, CH3), 5.73 (2H, s, CH2), 7.31 (1H, s, Ar—H), 7.82 (1H, m, Ar—H), 7.97 (1H, m, Ar—H), 8.09 (1H, s, Ar—H), 8.31 (1H, d, J=8.6 Hz, Ar—H), 8.70 (1H, d, J=8.6 Hz, Ar—H); MS (ES+) m/e 363 [MH]+; Anal.... Starting materials: C[O-].[Na+] (sodium methoxide), BrCC=1OC2=C(C1)C(=CC(=C2N2C(N(C(=CC2=O)C(F)(F)F)C)=O)F)Cl (3-(2-bromomethyl-4-chloro-6-fluorobenzofuran-7-yl)-1-methyl-6-trifluoromethyluracil), O (water). The solvent is O1CCCC1 (tetrahydrofuran). Conditions: time 5 minute. Product: ClC1=CC(=C(C2=C1C=C(O2)COC)N2C(N(C(=CC2=O)C(F)(F)F)C)=O)F (3-(4-chloro-6-fluoro-2-methoxymethylbenzofuran-7-yl)-1-methyl-6-trifluoromethyluracil). Yield: 55.9%. As a reaction SMILES: Br[CH2:2][C:3]1[O:4][C:5]2[C:11]([N:12]3[C:17](=[O:18])[CH:16]=[C:15]([C:19]([F:22])([F:21])[F:20])[N:14]([CH3:23])[C:13]3=[O:24])=[C:10]([F:25])[CH:9]=[C:8]([Cl:26])[C:6]=2[CH:7]=1.[CH3:27][O-:28].[Na+].O>O1CCCC1>[Cl:26][C:8]1[C:6]2[CH:7]=[C:3]([CH2:2][O:28][CH3:27])[O:4][C:5]=2[C:11]([N:12]2[C:17](=[O:18])[CH:16]=[C:15]([C:19]([F:20])([F:21])[F:22])[N:14]([CH3:23])[C:13]2=[O:24])=[C:10]([F:25])[CH:9]=1 |f:1.2|. Procedure: 1.5 g (3.3 mmol) of 3-(2-bromomethyl-4-chloro-6-fluorobenzofuran-7-yl)-1-methyl-6-trifluoromethyluracil was dissolved in 30 ml of tetrahydrofuran, and 0.7 g (3.6 mmol) of sodium methoxide (28% methanol solution) was dropwise added thereto under cooling with ice. After stirring at room temperature for 5 minutes, the reaction solution was poured into water and extracted with ethyl acetate. The organic layer was washed sequentially with water and a saturated sodium chloride aqueous solution and the... Starting materials: Cl (hydrogen chloride), 2-amino-4-cyclopropyl-triazines, ClCCCC1=NC(=NC(=N1)C(Cl)(Cl)Cl)C(Cl)(Cl)Cl (2-(γ-chloropropyl)4,6-bis-(trichloromethyl)-1,3,5-triazine). The product is ClC(C#N)(Cl)Cl (trichloroacetonitrile), ClCCCC#N (γ-chlorobutyronitrile). As a reaction SMILES: [Cl:1][CH2:2][CH2:3][CH2:4][C:5]1N=[C:9]([C:11]([Cl:14])([Cl:13])[Cl:12])[N:8]=C(C(Cl)(Cl)Cl)[N:6]=1.Cl>>[Cl:12][C:11]([Cl:14])([Cl:13])[C:9]#[N:8].[Cl:1][CH2:2][CH2:3][CH2:4][C:5]#[N:6]. Procedure details: The 2-amino-4-cyclopropyl-triazines of formula I can also be prepared, starting from a 2-(γ-chloropropyl)4,6-bis-(trichloromethyl)-1,3,5-triazine, which is obtained by condensation of 2 moles of trichloroacetonitrile and one mol of γ-chlorobutyronitrile in the presence of hydrogen chloride. ##STR6## The reactants are CC[O-], CCO, O=Cc1ccc(F)cc1, [Na+], CC(=O)C(c1ccccc1)c1ccccc1. Yields the product O=C(C=Cc1ccc(F)cc1)C(c1ccccc1)c1ccccc1. Reaction SMILES: [CH3:26][CH2:27][O-:28].[CH3:30][CH2:31][OH:32].[F:1][c:2]1[cH:3][cH:4][c:5]([CH:6]=[O:7])[cH:8][cH:9]1.[Na+:29].[c:10]1([CH:16]([C:17](=[O:18])[CH3:19])[c:20]2[cH:21][cH:22][cH:23][cH:24][cH:25]2)[cH:11][cH:12][cH:13][cH:14][cH:15]1>>[F:1][c:2]1[cH:3][cH:4][c:5]([CH:6]=[CH:19][C:17]([CH:16]([c:10]2[cH:11][cH:12][cH:13][cH:14][cH:15]2)[c:20]2[cH:21][cH:22][cH:23][cH:24][cH:25]2)=[O:18])[cH:8][cH:9]1. Reactants: CC1=NC2=CC(=C(C=C2C(=C1C)O)F)F (2,3-dimethyl-4-hydroxy-6,7-difluoroquinoline), C(C)C1=NC2=CC(=C(C=C2C(=C1C)OC(=O)C1CC1)F)F (2-ethyl-3-methyl-4-cyclopropanecarbonyloxy-6,7-difluoroquinoline), C(C)C1=NC2=CC(=C(C=C2C(=C1C)OC(=O)C1CC1)F)F (2-ethyl-3-methyl-4-cyclopropanecarbonyloxy-6,7-difluoroquinoline), [H-].[Na+] (sodium hydride), C(C)C1=NC2=CC(=C(C=C2C(=C1C)OC(=O)C1CC1)F)F (2-ethyl-3-methyl-4-cyclopropanecarbonyloxy-6,7-difluoroquinoline), C(C)C1=NC2=CC=C(C(=C2C(=C1C)OC(=O)C1CC1)F)F (2-ethyl-3-methyl-4-cyclopropanecarbonyloxy-5,6-difluoroquinoline), C(C)C1=NC2=CC=C(C(=C2C(=C1C)OC(=O)C1CC1)F)F (2-ethyl-3-methyl-4-cyclopropanecarbonyloxy-5,6-difluoroquinoline). Run in O (water), O1CCCC1 (tetrahydrofuran), O1CCCC1 (tetrahydrofuran). Run at time 1 hour. Product: CC1=NC2=CC(=C(C=C2C(=C1C)OC(C)=O)F)F (2,3-dimethyl-4-acetyloxy-6,7-difluoroquinoline). RXN SMILES: [H-].[Na+].CC1C(C)=C(O)C2C(=CC(F)=C(F)C=2)N=1.[CH2:18]([C:20]1[C:29]([CH3:30])=[C:28]([O:31][C:32]([CH:34]2CC2)=[O:33])[C:27]2[C:22](=[CH:23][C:24]([F:38])=[C:25]([F:37])[CH:26]=2)[N:21]=1)C.C(C1C(C)=C(OC(C2CC2)=O)C2C(=CC=C(F)C=2F)N=1)C>O1CCCC1.O>[CH3:18][C:20]1[C:29]([CH3:30])=[C:28]([O:31][C:32](=[O:33])[CH3:34])[C:27]2[C:22](=[CH:23][C:24]([F:38])=[C:25]([F:37])[CH:26]=2)[N:21]=1 |f:0.1|. Procedure details: In 10 ml of tetrahydrofuran was suspended 230 mg of 60% sodium hydride. The mixture (1 g) of 2,3-dimethyl-4-hydroxy-6,7-difluoroquinoline with 2,3-dimethyl-4-hydroxy-5,6-difluoroquinoline (starting material 1) prepared as described in Example 4 was suspended in 20 ml of tetrahydrofuran, and this suspension of starting material 1 was added dropwise to the above suspension under ice cooling. The reaction mixture was stirred for one hr. Acetyl chloride (starting material 2) (450 mg) was added there... Reactants: FC(C1=NC2=C(N1C1=NC(=C(C(=N1)NC1CCN(CC1)C(=O)OC(C)(C)C)[N+](=O)[O-])N1CCOCC1)C=CC=C2OC)F (tert-butyl 4-{[2-[2-(difluoromethyl)-4-methoxy-1H-benzimidazol-1-yl]-6-(4-morpholinyl)-5-nitro-4-pyrimidinyl]amino}-1-piperidinecarboxylate). The reagents and catalysts are [Pd] (Pd on carbon). The solvent is CO.C1CCOC1 (MeOH THF). Run at time 5 hour. Product: NC=1C(=NC(=NC1N1CCOCC1)N1C(=NC2=C1C=CC=C2OC)C(F)F)NC2CCN(CC2)C(=O)OC(C)(C)C (tert-butyl 4-{[5-amino-2-[2-(difluoromethyl)-4-methoxy-1H-benzimidazol-1-yl]-6-(4-morpholinyl)-4-pyrimidinyl]amino}-1-piperidinecarboxylate). The yield is 93.3%. RXN SMILES: [F:1][CH:2]([F:43])[C:3]1[N:7]([C:8]2[N:13]=[C:12]([NH:14][CH:15]3[CH2:20][CH2:19][N:18]([C:21]([O:23][C:24]([CH3:27])([CH3:26])[CH3:25])=[O:22])[CH2:17][CH2:16]3)[C:11]([N+:28]([O-])=O)=[C:10]([N:31]3[CH2:36][CH2:35][O:34][CH2:33][CH2:32]3)[N:9]=2)[C:6]2[CH:37]=[CH:38][CH:39]=[C:40]([O:41][CH3:42])[C:5]=2[N:4]=1>CO.C1COCC1.[Pd]>[NH2:28][C:11]1[C:12]([NH:14][CH:15]2[CH2:20][CH2:19][N:18]([C:21]([O:23][C:24]([CH3:27])([CH3:26])[CH3:25])=[O:22])[CH2:17][CH2:16]2)=[N:13][C:8]([N:7]2[C:6]3[CH:37]=[CH:38][CH:39]=[C:40]([O:41][CH3:42])[C:5]=3[N:4]=[C:3]2[CH:2]([F:1])[F:43])=[N:9][C:10]=1[N:31]1[CH2:32][CH2:33][O:34][CH2:35][CH2:36]1 |f:1.2|. Procedure: A mixture of the above nitro compound (700 mg, 1.16 mmol) and 10% Pd on carbon in MeOH/THF (70 mL: 15 mL) was hydrogenated for 5 hrs. The reaction mixture was filtered through celite, the celite pad was washed with MeOH and CH2Cl2, and the solvents were removed under vacuum. Recrystallization from CH2Cl2/MeOH gave tert-butyl 4-{[5-amino-2-[2-(difluoromethyl)-4-methoxy-1H-benzimidazol-1-yl]-6-(4-morpholinyl)-4-pyrimidinyl]amino}-1-piperidinecarboxylate (622 mg, 94%): mp 223-225° C.; 1H NMR (CDCl3...